From a dataset of the Open Reaction Database (ORD), a public repository of structured organic reaction records. describe an organic reaction: reactants, conditions, products, and yield Starting materials: C(C)C1(OC1)C1=CC(=CC=C1)OC (2-Ethyl-2-(3-methoxyphenyl)oxiran), NCC(C)O (1-amino-2-propanol). Solvent: C(C)O (ethanol). Yields the product C(C)C(O)(C1=CC(=CC=C1)OC)CNCC(C)O (α-Ethyl-α-[N-(2-hydroxypropyl)aminomethyl]-3-methoxybenzene methanol). Reaction SMILES: [CH2:1]([C:3]1([C:6]2[CH:11]=[CH:10][CH:9]=[C:8]([O:12][CH3:13])[CH:7]=2)[CH2:5][O:4]1)[CH3:2].[NH2:14][CH2:15][CH:16]([OH:18])[CH3:17]>C(O)C>[CH2:1]([C:3]([CH2:5][NH:14][CH2:15][CH:16]([OH:18])[CH3:17])([C:6]1[CH:11]=[CH:10][CH:9]=[C:8]([O:12][CH3:13])[CH:7]=1)[OH:4])[CH3:2]. Reported procedure: 2-Ethyl-2-(3-methoxyphenyl)oxiran (14 g, 0.079 mole) and 1-amino-2-propanol (100 g., 1.33 mole) wee refluxed with ethanol (50 ml) for 12 hours. The solvent and excess aminopropanol was removed under reduced pressure. The residue was dissolved in methanol (80 ml) and acidified with ethereal hydrogen chloride. The methanol was evaporated and the residue taken up in water (250 ml). Non-basic material was extracted by shaking the aqueous solution with three portions of 100 ml of ether. The aqueous l... Product: CCC(C(N)=O)N1CC(C(=O)OC)CC1=O. The reactants are CCC(C(=O)NC)N1CC(C(=O)OC)CC1=O, CCCC(C(N)=O)N1CC(C(=O)OC)CC1=O, COC(=O)C1CC(=O)N(C(C)C(N)=O)C1. As a reaction SMILES: [CH3:33][NH:34][C:35]([CH:36]([N:37]1[C:38](=[O:39])[CH2:40][CH:41]([C:42]([O:43][CH3:44])=[O:45])[CH2:46]1)[CH2:47][CH3:48])=[O:49].[NH2:16][C:17](=[O:18])[CH:19]([CH2:20][CH2:21][CH3:22])[N:23]1[CH2:24][CH:25]([C:29](=[O:30])[O:31][CH3:32])[CH2:26][C:27]1=[O:28].[NH2:1][C:2](=[O:3])[CH:4]([N:5]1[C:6](=[O:7])[CH2:8][CH:9]([C:10]([O:11][CH3:12])=[O:13])[CH2:14]1)[CH3:15]>>[NH2:16][C:17](=[O:18])[CH:19]([CH2:20][CH3:21])[N:23]1[CH2:24][CH:25]([C:29](=[O:30])[O:31][CH3:32])[CH2:26][C:27]1=[O:28]. Reaction SMILES: C([S-])#N.[K+:4].[CH2:5]([O:12][CH:13]1[CH2:16][CH:15]([S:17]([O:20]CCCC)(=[O:19])=[O:18])[CH2:14]1)[C:6]1[CH:11]=[CH:10][CH:9]=[CH:8][CH:7]=1.C(OCC)(=O)C>COCCOC.O.CCCCCC>[CH2:5]([O:12][CH:13]1[CH2:14][CH:15]([S:17]([O-:20])(=[O:19])=[O:18])[CH2:16]1)[C:6]1[CH:11]=[CH:10][CH:9]=[CH:8][CH:7]=1.[K+:4] |f:0.1,4.5,7.8|. The product is C(C1=CC=CC=C1)OC1CC(C1)S(=O)(=O)[O-].[K+] (potassium 3-(benzyloxy)cyclobutane-1-sulfonate). Reported procedure: KSCN (68 mg, 0.66 mmol) and butyl 3-(benzyloxy)cyclobutane-1-sulfonate (0.18 g, 0.604 mmol) in DME-water mixture (1:1 ratio, 4 mL) were heated at 85° C. overnight. The reaction was monitored by TLC (50% ethyl acetate in hexane). The reaction mass was concentrated under reduced pressure and the crude residue obtained was washed with ether to afford 0.11 g of the product (70% yield). Isolated yield 65.0%. The solvent is CCCCCC (hexane), COCCOC.O (DME water). Starting materials: C(#N)[S-].[K+] (KSCN), C(C1=CC=CC=C1)OC1CC(C1)S(=O)(=O)OCCCC (butyl 3-(benzyloxy)cyclobutane-1-sulfonate), C(C)(=O)OCC (ethyl acetate). Reactants: [N+](=O)([O-])C1=C2C=CC=NC2=CC=C1 (5-nitroquinoline), Cl.NO (hydroxylamine hydrochloride), [OH-].[K+] (KOH). The solvent is CO (MeOH), O (water), O (water), CCO (EtOH). Reaction conditions: temperature 55 celsius. Yields the product NC=1C=CC(=C2C=CC=NC12)[N+](=O)[O-] (8-amino-5-nitroquinoline). RXN SMILES: [N+:1]([C:4]1[CH:13]=[CH:12][CH:11]=[C:10]2[C:5]=1[CH:6]=[CH:7][CH:8]=[N:9]2)([O-:3])=[O:2].Cl.[NH2:15]O.[OH-].[K+]>O.CO.CCO>[NH2:15][C:11]1[CH:12]=[CH:13][C:4]([N+:1]([O-:3])=[O:2])=[C:5]2[C:10]=1[N:9]=[CH:8][CH:7]=[CH:6]2 |f:1.2,3.4|. Procedure: To a five liter round bottom flask fitted with an air stirrer, condenser, addition funnel, thermometer and hot water bath were charged 40 g. (.23 mole) 5-nitroquinoline and 100 g. (1.44 mole) hydroxylamine hydrochloride. Then 1950 ml. of 95% EtOH was added and the solids dissolved after which 200 g. KOH in 1200 ml. MeOH was added over a 50 minute period at 54°-57° C. The mixture was allowed to stir at 55° C. for an additional hour and then dumped into 10 liters of water, allowed to cool and filt... Starting materials: OC1=CC2=C(C(CO2)=O)C=C1 (6-hydroxy-2H-benzofuran-3-one), COC=1C=C(C=O)C=CC1 (3-methoxybenzaldehyde), Cl (hydrochloric acid). Solvent: CO (methanol). The product is COC=1C=C(C=CC1)C=C1OC2=C(C1=O)C=CC(=C2)O (2-[(3-methoxyphenyl)methylene]-6-hydroxy-3(2H)-benzofuranone). Isolated yield 68.3%. Reaction SMILES: [OH:1][C:2]1[CH:11]=[CH:10][C:5]2[C:6](=[O:9])[CH2:7][O:8][C:4]=2[CH:3]=1.[CH3:12][O:13][C:14]1[CH:15]=[C:16]([CH:19]=[CH:20][CH:21]=1)[CH:17]=O.Cl>CO>[CH3:12][O:13][C:14]1[CH:15]=[C:16]([CH:17]=[C:7]2[C:6](=[O:9])[C:5]3[CH:10]=[CH:11][C:2]([OH:1])=[CH:3][C:4]=3[O:8]2)[CH:19]=[CH:20][CH:21]=1. Procedure details: After 6-hydroxy-2H-benzofuran-3-one 1 g and 3-methoxybenzaldehyde 1.125 g were dissolved in methanol 75 ml, concentrated hydrochloric acid 50 ml was added, and the mixture was refluxed for 1.5 hours. The solution was cooled to room temperature, and precipitated crystals were filtered and dried over phosphorous pentoxide at a temperature of 60° C. for four hours under reduced pressure to obtain the desired compound 1.22 g.